From a dataset of the Open Reaction Database (ORD), a public repository of structured organic reaction records. describe an organic reaction: reactants, conditions, products, and yield Reactants: ClC1=CC=C(C=C1)C=1N=C(SC1)S (4-(4-chlorophenyl)-2-mercaptothiazole), C1=CC(=CC=C1C(=O)CBr)Cl (α-bromo-4-chloroacetophenone), C(N)([S-])=S.[NH4+] (ammonium dithiocarbamate), BrC(C(=O)O)C1=CC=CC=C1 (α-bromophenylacetic acid), C(C)(=O)OC(C)=O (acetic anhydride). Run in CC(=O)C (acetone), C(C)(=O)O (acetic acid). Yields the product [Br-].C(C)(=O)OC1=C(SC=2SC=C([N+]21)C2=CC=C(C=C2)Cl)C2=CC=CC=C2 (3-Acetoxy-5-(4-chlorophenyl)-2-phenylthiazolo[2,3-b]thiazolium bromide). Isolated yield 58.0%. RXN SMILES: [Cl:1][C:2]1[CH:7]=[CH:6][C:5]([C:8]2[N:9]=[C:10]([SH:13])[S:11][CH:12]=2)=[CH:4][CH:3]=1.[CH:14]1[C:19]([C:20]([CH2:22][Br:23])=O)=[CH:18][CH:17]=[C:16](Cl)[CH:15]=1.C(=S)([S-])N.[NH4+].Br[CH:31](C1C=CC=CC=1)[C:32]([OH:34])=[O:33].C(OC(=O)C)(=O)C>C(O)(=O)C.CC(C)=O>[Br-:23].[C:32]([O:34][C:22]1[N+:9]2[C:8]([C:5]3[CH:4]=[CH:3][C:2]([Cl:1])=[CH:7][CH:6]=3)=[CH:12][S:11][C:10]=2[S:13][C:20]=1[C:19]1[CH:18]=[CH:17][CH:16]=[CH:15][CH:14]=1)(=[O:33])[CH3:31] |f:2.3,8.9|. Reported procedure: A mixture of 10.0 g. (0.044 m.) 4-(4-chlorophenyl)-2-mercaptothiazole (prepared by the reaction of α-bromo-4-chloroacetophenone with ammonium dithiocarbamate) and 10.0 g. (0.04 m.) α-bromophenylacetic acid in 200 ml. of acetone and 40 ml. each of glacial acetic acid and acetic anhydride is heated for 2 hours. After the solvents are removed, the residual solid is triturated with acetone and the resulting solid collected. 10 g. (58% yield) of the title product is obtained, m.p. 160°-165° C. Starting materials: F[B-](F)(F)F, CCOc1cccc(CCNCc2ccc(C(C)(C)C)cc2)c1, CCN(C(C)C)C(C)C, CN(C)C=O, O, CN(C)C(On1nnc2ccccc21)=[N+](C)C, O=C(O)c1cccc2cc[nH]c12. The product is CCOc1cccc(CCN(Cc2ccc(C(C)(C)C)cc2)C(=O)c2cccc3cc[nH]c23)c1. RXN SMILES: [B-:13]([F:14])([F:15])([F:16])[F:17].[C:44]([CH3:45])([CH3:46])([CH3:47])[c:48]1[cH:49][cH:50][c:51]([CH2:52][NH:53][CH2:54][CH2:55][c:56]2[cH:57][c:58]([O:62][CH2:63][CH3:64])[cH:59][cH:60][cH:61]2)[cH:65][cH:66]1.[CH:35]([N:36]([CH2:37][CH3:38])[CH:39]([CH3:40])[CH3:41])([CH3:42])[CH3:43].[O:67]=[CH:68][N:69]([CH3:70])[CH3:71].[OH2:72].[n:18]1([O:19][C:20]([N:21]([CH3:22])[CH3:23])=[N+:24]([CH3:25])[CH3:26])[c:27]2[cH:28][cH:29][cH:30][cH:31][c:32]2[n:33][n:34]1.[nH:1]1[cH:2][cH:3][c:4]2[cH:5][cH:6][cH:7][c:8]([C:10](=[O:11])[OH:12])[c:9]12>>[nH:1]1[cH:2][cH:3][c:4]2[cH:5][cH:6][cH:7][c:8]([C:10](=[O:12])[N:53]([CH2:52][c:51]3[cH:50][cH:49][c:48]([C:44]([CH3:45])([CH3:46])[CH3:47])[cH:66][cH:65]3)[CH2:54][CH2:55][c:56]3[cH:57][c:58]([O:62][CH2:63][CH3:64])[cH:59][cH:60][cH:61]3)[c:9]12. Starting materials: CCOC(C)=O, [K+], [K+], Nn1ccc2c(F)cccc21, O=C([O-])[O-], O=C(Cl)c1cnc(-c2ccccn2)nc1. Product: O=C(Nn1ccc2c(F)cccc21)c1cnc(-c2ccccn2)nc1. As a reaction SMILES: [CH3:33][CH2:34][O:35][C:36]([CH3:37])=[O:38].[K+:27].[K+:28].[NH2:16][n:17]1[cH:18][cH:19][c:20]2[c:21]([F:26])[cH:22][cH:23][cH:24][c:25]12.[O-:29][C:30]([O-:31])=[O:32].[n:1]1[c:2](-[c:7]2[n:8][cH:9][c:10]([C:13](=[O:14])[Cl:15])[cH:11][n:12]2)[cH:3][cH:4][cH:5][cH:6]1>>[n:1]1[c:2](-[c:7]2[n:8][cH:9][c:10]([C:13](=[O:14])[NH:16][n:17]3[cH:18][cH:19][c:20]4[c:21]([F:26])[cH:22][cH:23][cH:24][c:25]34)[cH:11][n:12]2)[cH:3][cH:4][cH:5][cH:6]1. The reactants are C1(=CC=CC=C1)S(=O)(=O)N (benzenesulfonamide), S(=O)(Cl)Cl (thionyl chloride), [H-].[Na+] (sodium hydride), C[Si](CCCCCCCCCCCCCCNC1=CC=C(C(=O)O)C=C1)(C)C (4-[14-(trimethylsilyl)tetradecylamino] benzoic acid). The solvent is C(OC)COC (dimethoxyethane), CC(=O)N(C)C (dimethylacetamide), CC(=O)N(C)C (dimethylacetamide), C(Cl)Cl (methylene chloride). Conditions: time 30 minute. Product: C[Si](CCCCCCCCCCCCCCNC1=CC=C(C(=O)NS(=O)(=O)C2=CC=CC=C2)C=C1)(C)C (4-[14-(Trimethylsilyl)tetradecylamino]-N-(phenylsulfonyl)benzamide). Reaction SMILES: [C:1]1([S:7]([NH2:10])(=[O:9])=[O:8])[CH:6]=[CH:5][CH:4]=[CH:3][CH:2]=1.[H-].[Na+].[CH3:13][Si:14]([CH3:40])([CH3:39])[CH2:15][CH2:16][CH2:17][CH2:18][CH2:19][CH2:20][CH2:21][CH2:22][CH2:23][CH2:24][CH2:25][CH2:26][CH2:27][CH2:28][NH:29][C:30]1[CH:38]=[CH:37][C:33]([C:34](O)=[O:35])=[CH:32][CH:31]=1.S(Cl)(Cl)=O>C(COC)OC.C(Cl)Cl.CC(N(C)C)=O>[CH3:40][Si:14]([CH3:13])([CH3:39])[CH2:15][CH2:16][CH2:17][CH2:18][CH2:19][CH2:20][CH2:21][CH2:22][CH2:23][CH2:24][CH2:25][CH2:26][CH2:27][CH2:28][NH:29][C:30]1[CH:31]=[CH:32][C:33]([C:34]([NH:10][S:7]([C:1]2[CH:6]=[CH:5][CH:4]=[CH:3][CH:2]=2)(=[O:9])=[O:8])=[O:35])=[CH:37][CH:38]=1 |f:1.2|. Reported procedure: A solution of 30.7 g. of benzenesulfonamide in 250 ml. of dry dimethylacetamide is added dropwise, with stirring and cooling, to a suspension of 5.4 g. of sodium hydride in 100 ml. of dry dimethylacetamide during 30 minutes at room temperature. Stirring is continued for 30 minutes. In the meantime, a mixture of 36.2 g. of 4-[14-(trimethylsilyl)tetradecylamino] benzoic acid in 100 ml. of methylene chloride, 300 ml. of dimethoxyethane, and 40 ml. of thionyl chloride is refluxed for 1 hour and 15 m... Starting materials: CCOC(=O)c1csc2c(-c3ccncc3)c(-c3cccc(NS(=O)(=O)c4cc(F)ccc4F)c3)nn12, CO, N. Yields the product NC(=O)c1csc2c(-c3ccncc3)c(-c3cccc(NS(=O)(=O)c4cc(F)ccc4F)c3)nn12. As a reaction SMILES: [CH2:1]([O:2][C:4](=[O:5])[c:6]1[n:7]2[c:8]([s:9][cH:10]1)[c:11](-[c:32]1[cH:33][cH:34][n:35][cH:36][cH:37]1)[c:12](-[c:14]1[cH:15][c:16]([NH:20][S:21](=[O:22])(=[O:23])[c:24]3[c:25]([F:31])[cH:26][cH:27][c:28]([F:30])[cH:29]3)[cH:17][cH:18][cH:19]1)[n:13]2)[CH3:3].[CH3:39][OH:40].[NH3:38]>>[C:4](=[O:5])([c:6]1[n:7]2[c:8]([s:9][cH:10]1)[c:11](-[c:32]1[cH:33][cH:34][n:35][cH:36][cH:37]1)[c:12](-[c:14]1[cH:15][c:16]([NH:20][S:21](=[O:22])(=[O:23])[c:24]3[c:25]([F:31])[cH:26][cH:27][c:28]([F:30])[cH:29]3)[cH:17][cH:18][cH:19]1)[n:13]2)[NH2:38]. Reactants: S(O)(O)(=O)=O (sulfuric acid), OS(=O)(=O)O.O=S(=O)=O (oleum), [N+](=O)(O)[O-] (nitric acid), ClC1=NC(=CC=C1)OCC (2-chloro-6-ethoxy-pyridine). Reaction conditions: temperature 0 celsius, time 5 hour. Yields the product ClC1=NC(=CC=C1[N+](=O)[O-])OCC (2-chloro-3-nitro-6-ethoxy-pyridine). Isolated yield 93.0%. Reaction SMILES: [Cl:1][C:2]1[CH:7]=[CH:6][CH:5]=[C:4]([O:8][CH2:9][CH3:10])[N:3]=1.S(=O)(=O)(O)O.OS(O)(=O)=O.O=S(=O)=O.[N+:25]([O-])([OH:27])=[O:26]>>[Cl:1][C:2]1[C:7]([N+:25]([O-:27])=[O:26])=[CH:6][CH:5]=[C:4]([O:8][CH2:9][CH3:10])[N:3]=1 |f:2.3|. Reported procedure: 157.6 g (1 mole) of 2-chloro-6-ethoxy-pyridine were slowly added over 45 minutes with stirring to a mixture of 190 ml of concentrated sulfuric acid, 190 ml of 24% oleum and 100 ml of 97% nitric acid while keeping the reaction temperature between 20° and 40° C. with cooling and the mixture was allowed to stand for 5 hours while the temperature returned to room temperature. The mixture was cooled to 0° C. and filtered with a glass frit filter. The solid product was suspended in a mixture of 100 g ... Starting materials: CC(C)(C)c1ccccc1, CC(Cl)C(=O)Cl. Yields the product CC(Cl)C(=O)c1ccc(C(C)(C)C)cc1. As a reaction SMILES: [C:7]([CH3:8])([CH3:9])([CH3:10])[c:11]1[cH:12][cH:13][cH:14][cH:15][cH:16]1.[Cl:1][CH:2]([C:3](=[O:4])[Cl:5])[CH3:6]>>[Cl:1][CH:2]([C:3](=[O:4])[c:14]1[cH:13][cH:12][c:11]([C:7]([CH3:8])([CH3:9])[CH3:10])[cH:16][cH:15]1)[CH3:6].